The task is: describe an organic reaction: reactants, conditions, products, and yield. This data is from the Open Reaction Database (ORD), a public repository of structured organic reaction records. The reactants are [Br-], O=C1c2ccc(OCc3ccccc3)cc2C(=O)N1c1ccc(OCc2ccccc2)cc1, CC[Mg+], C1CCOC1, [Cl-], [NH4+]. The product is CCC1(O)c2cc(OCc3ccccc3)ccc2C(=O)N1c1ccc(OCc2ccccc2)cc1. As a reaction SMILES: [Br-:34].[CH2:1]([c:2]1[cH:3][cH:4][cH:5][cH:6][cH:7]1)[O:8][c:9]1[cH:10][c:11]2[c:15]([cH:16][cH:17]1)[C:14](=[O:18])[N:13]([c:19]1[cH:20][cH:21][c:22]([O:25][CH2:26][c:27]3[cH:28][cH:29][cH:30][cH:31][cH:32]3)[cH:23][cH:24]1)[C:12]2=[O:33].[CH2:35]([CH3:36])[Mg+:37].[CH2:40]1[O:41][CH2:42][CH2:43][CH2:44]1.[Cl-:38].[NH4+:39]>>[CH2:1]([c:2]1[cH:3][cH:4][cH:5][cH:6][cH:7]1)[O:8][c:9]1[cH:10][c:11]2[c:15]([cH:16][cH:17]1)[C:14](=[O:18])[N:13]([c:19]1[cH:20][cH:21][c:22]([O:25][CH2:26][c:27]3[cH:28][cH:29][cH:30][cH:31][cH:32]3)[cH:23][cH:24]1)[C:12]2([OH:33])[CH2:35][CH3:36]. The reactants are CC1=CC(=NN1)N (5-methyl-1H-pyrazol-3-amine), FC(C1=NC2=C(C=CC=C2C(=N1)O)S(=O)(=O)C)(C1=NC=C(C=C1)F)F (2-(difluoro(5-fluoropyridin-2-yl)methyl)-8-(methylsulfonyl)quinazolin-4-ol), P(=O)(Br)(Br)Br (phosphoryl tribromide), CCN(C(C)C)C(C)C (DIEA). The solvent is CN(C)C=O (DMF), C1(=CC=CC=C1)C (toluene). Reaction conditions: temperature 100 celsius, time 0.5 hour. The product is FC(C1=NC2=C(C=CC=C2C(=N1)NC1=NNC(=C1)C)S(=O)(=O)C)(C1=NC=C(C=C1)F)F (2-(difluoro(5-fluoropyridin-2-yl)methyl)-N-(5-methyl-1H-pyrazol-3-yl)-8-(methylsulfonyl)quinazolin-4-amine). Yield: 59.5%. Reaction SMILES: [F:1][C:2]([F:25])([C:18]1[CH:23]=[CH:22][C:21]([F:24])=[CH:20][N:19]=1)[C:3]1[N:12]=[C:11](O)[C:10]2[C:5](=[C:6]([S:14]([CH3:17])(=[O:16])=[O:15])[CH:7]=[CH:8][CH:9]=2)[N:4]=1.P(Br)(Br)(Br)=O.CCN(C(C)C)C(C)C.[CH3:40][C:41]1[NH:45][N:44]=[C:43]([NH2:46])[CH:42]=1>CN(C=O)C.C1(C)C=CC=CC=1>[F:1][C:2]([F:25])([C:18]1[CH:23]=[CH:22][C:21]([F:24])=[CH:20][N:19]=1)[C:3]1[N:12]=[C:11]([NH:46][C:43]2[CH:42]=[C:41]([CH3:40])[NH:45][N:44]=2)[C:10]2[C:5](=[C:6]([S:14]([CH3:17])(=[O:16])=[O:15])[CH:7]=[CH:8][CH:9]=2)[N:4]=1. Procedure: To 2-(difluoro(5-fluoropyridin-2-yl)methyl)-8-(methylsulfonyl)quinazolin-4-ol (100 mg, 0.27 mmol) were added phosphoryl tribromide (1.25 g) and toluene (0.5 mL) and DIEA (0.094 mL, 0.54 mmol), and the mixture was heated at 100° C. for 20 min. The mixture was cooled and partitioned between EtOAc and saturated aq sodium bicarbonate. The organic layer was dried over sodium sulfate and concentrated under reduced pressure. To the residue was added a solution of 5-methyl-1H-pyrazol-3-amine (67 mg, 0.6... The reactants are amide, C1(=CC=CC=C1)OCCCl (chloroethyl phenyl ether), S(=O)(Cl)Cl (thionyl chloride), CC1(N=COC1)C (4,4-Dimethyl-2-oxazoline), C(CCC)[Li] (n-butyl lithium), O1CCCC1 (tetrahydrofuran). Solvent: ClCCl (dichloromethane). Product: ClCCCC1=CC=CC(=N1)C(=O)OCC (ethyl 6-(3-chloropropyl)pyridine-2-carboxylate). As a reaction SMILES: S(Cl)(Cl)=[O:2].[CH3:5][C:6]1([CH3:11])COC=[N:7]1.C([Li])C[CH2:14][CH3:15].C1(O[CH2:24][CH2:25][Cl:26])C=CC=CC=1.[O:27]1[CH2:31][CH2:30][CH2:29][CH2:28]1>ClCCl>[Cl:26][CH2:25][CH2:24][CH2:5][C:6]1[N:7]=[C:30]([C:31]([O:27][CH2:14][CH3:15])=[O:2])[CH:29]=[CH:28][CH:11]=1. Procedure details: A mixture of 6-methylpyridine-2-carboxylic acid (13.7 g, 100 mmol) and thionyl chloride (40 ml) was stirred at 70° C. for 1 hour. The mixture was dried, and dichloromethane (40 ml) was added to the residue. The solution was added to a dichloromethane solution of 2-amino-2-methyl-propanol (36.0 g, 400 mmol), and stirred. The mixture was washed with water, and dried over anhydrous magnesium sulfate. The extract was concentrated and chromatographed on silica gel to give an amide compound. 4,4-Dimet... Starting materials: NC1=NC(=C(C(=N1)C=1OC=CC1)C#N)S(=O)C (2-amino-4-furan-2-yl-6-methanesulfinyl-pyrimidine-5-carbonitrile), C1=C(C=CC2=CC=CC=C12)CO (2-naphthalenemethanol), C1CCC2=NCCCN2CC1 (DBU). The solvent is COCCOC (DME). The product is NC1=NC(=C(C(=N1)C=1OC=CC1)C#N)OCC1=CC2=CC=CC=C2C=C1 (2-Amino-4-furan-2-yl-6-(naphthalen-2-ylmethoxy)-pyrimidine-5-carbonitrile). As a reaction SMILES: [NH2:1][C:2]1[N:7]=[C:6]([C:8]2[O:9][CH:10]=[CH:11][CH:12]=2)[C:5]([C:13]#[N:14])=[C:4](S(C)=O)[N:3]=1.[CH:18]1[C:27]2[C:22](=[CH:23][CH:24]=[CH:25][CH:26]=2)[CH:21]=[CH:20][C:19]=1[CH2:28][OH:29].C1CCN2C(=NCCC2)CC1>COCCOC>[NH2:1][C:2]1[N:7]=[C:6]([C:8]2[O:9][CH:10]=[CH:11][CH:12]=2)[C:5]([C:13]#[N:14])=[C:4]([O:29][CH2:28][C:19]2[CH:20]=[CH:21][C:22]3[C:27](=[CH:26][CH:25]=[CH:24][CH:23]=3)[CH:18]=2)[N:3]=1. Procedure details: From 2-amino-4-furan-2-yl-6-methanesulfinyl-pyrimidine-5-carbonitrile, 2-naphthalenemethanol and DBU in DME. ES-MS m/e (%): 343 (M+H+, 100). Starting materials: CC(C)O, CNC(=O)c1cccc(F)c1Nc1nc(Cl)ncc1Cl, CCN1C(=O)CCC(C)(C)c2cc(N)ccc21. Product: CCN1C(=O)CCC(C)(C)c2cc(Nc3ncc(Cl)c(Nc4c(F)cccc4C(=O)NC)n3)ccc21. RXN SMILES: [CH:38]([OH:39])([CH3:40])[CH3:41].[Cl:1][c:2]1[n:3][cH:4][c:5]([Cl:20])[c:6]([NH:8][c:9]2[c:10]([C:11](=[O:12])[NH:13][CH3:14])[cH:15][cH:16][cH:17][c:18]2[F:19])[n:7]1.[NH2:21][c:22]1[cH:23][c:24]2[c:25]([cH:36][cH:37]1)[N:26]([CH2:34][CH3:35])[C:27](=[O:33])[CH2:28][CH2:29][C:30]2([CH3:31])[CH3:32]>>[c:2]1([NH:21][c:22]2[cH:23][c:24]3[c:25]([cH:36][cH:37]2)[N:26]([CH2:34][CH3:35])[C:27](=[O:33])[CH2:28][CH2:29][C:30]3([CH3:31])[CH3:32])[n:3][cH:4][c:5]([Cl:20])[c:6]([NH:8][c:9]2[c:10]([C:11](=[O:12])[NH:13][CH3:14])[cH:15][cH:16][cH:17][c:18]2[F:19])[n:7]1. Starting materials: C(CC)NC(NC1=NC(=NC=C1)CCCCCN1C(C=2C(C1=O)=CC=CC2)=O)=S (4-(3-propylthioureido)-2-(5-phthalimidopentyl)pyrimidine), N (ammonia), mercuric oxide. Run in CN(C)C=O (DMF). Conditions: time 2 hour. Product: C(CC)N=C(NC1=NC(=NC=C1)CCCCCN)N (4-[2-propylguanidino]-2-(5-aminopentyl)pyrimidine). Reaction SMILES: [CH2:1]([NH:4][C:5](=S)[NH:6][C:7]1[CH:12]=[CH:11][N:10]=[C:9]([CH2:13][CH2:14][CH2:15][CH2:16][CH2:17][N:18]2C(=O)C3=CC=CC=C3C2=O)[N:8]=1)[CH2:2][CH3:3].[NH3:30]>CN(C=O)C>[CH2:1]([N:4]=[C:5]([NH2:30])[NH:6][C:7]1[CH:12]=[CH:11][N:10]=[C:9]([CH2:13][CH2:14][CH2:15][CH2:16][CH2:17][NH2:18])[N:8]=1)[CH2:2][CH3:3]. Reported procedure: A mixture of 4-(3-propylthioureido)-2-(5-phthalimidopentyl)pyrimidine (1.7 g.), DMF (25 ml.) saturated ethanolic ammonia (10 ml.) and yellow mercuric oxide (1.1 g.) was stirred at room temperature for 2 hours. The mixture was evaporated to dryness and the residue was redissolved in ethanol, filtered and the filtrate evaporated to dryness. A solution of this residue in EtOH (20 ml.) was treated with hydrazine (5 ml.) and stirred at room temperature for 16 hours. The mixture was evaporated to dryn...